This data is from the Open Reaction Database (ORD), a public repository of structured organic reaction records. The task is: describe an organic reaction: reactants, conditions, products, and yield Reactants: C(C)(C)(C)OC(NC(C)C1=CC(=CC=C1)N1CCOCC1)=O ([1-(3-morpholin-4-yl-phenyl)ethyl]carbamic acid tert-butyl ester), Cl (hydrochloric acid). Run in CO (methanol). Reaction conditions: time 10 hour. The product is Cl.N1(CCOCC1)C=1C=C(C=CC1)C(C)N (1-(3-Morpholin-4-yl-phenyl)ethylamine hydrochloride). Isolated yield 84.4%. As a reaction SMILES: C(OC(=O)[NH:7][CH:8]([C:10]1[CH:15]=[CH:14][CH:13]=[C:12]([N:16]2[CH2:21][CH2:20][O:19][CH2:18][CH2:17]2)[CH:11]=1)[CH3:9])(C)(C)C.[ClH:23]>CO>[ClH:23].[N:16]1([C:12]2[CH:11]=[C:10]([CH:8]([NH2:7])[CH3:9])[CH:15]=[CH:14][CH:13]=2)[CH2:21][CH2:20][O:19][CH2:18][CH2:17]1 |f:3.4|. Procedure: To a solution of [1-(3-morpholin-4-yl-phenyl)ethyl]carbamic acid tert-butyl ester (1 g, 3.27 mmol) in methanol (3 mL) was added hydrochloric acid (1.0 M in ethyl ether) (13.1 mL, 13.1 mmol) and the reaction mixture was stirred at room temperature for 10 hours. The reaction mixture was concentrated under vacuum to provide the title compound as pale yellow solid (0.67 g, quantitative yield) which was used for next step without any further purification. Starting materials: CC1=CC=C(C=C1)S(=O)(=O)N1C=CC=2C(CC(CC12)C1=CC=CC=C1)=O (1-(4-methylphenyl)sulfonyl-6-phenyl-4,5,6,7-tetrahydroindol-4-one), C(=N)(N)NN.Cl (aminoguanidine hydrochloride), Cl (hydrochloric acid), O (water). Solvent: C(C)O (ethanol). The product is Cl.N(C(=N)N)N=C1C=2C=CN(C2CC(C1)C1=CC=CC=C1)S(=O)(=O)C1=CC=C(C=C1)C (4-guanidinoimino-1-(4-methylphenyl)sulfonyl-6-phenyl-4,5,6,7-tetrahydroindole hydrochloride). The yield is 87.8%. Reaction SMILES: [CH3:1][C:2]1[CH:7]=[CH:6][C:5]([S:8]([N:11]2[C:19]3[CH2:18][CH:17]([C:20]4[CH:25]=[CH:24][CH:23]=[CH:22][CH:21]=4)[CH2:16][C:15](=O)[C:14]=3[CH:13]=[CH:12]2)(=[O:10])=[O:9])=[CH:4][CH:3]=1.[C:27]([NH:30][NH2:31])([NH2:29])=[NH:28].[ClH:32].Cl.O>C(O)C>[ClH:32].[NH:30]([N:31]=[C:15]1[CH2:16][CH:17]([C:20]2[CH:25]=[CH:24][CH:23]=[CH:22][CH:21]=2)[CH2:18][C:19]2[N:11]([S:8]([C:5]3[CH:6]=[CH:7][C:2]([CH3:1])=[CH:3][CH:4]=3)(=[O:10])=[O:9])[CH:12]=[CH:13][C:14]1=2)[C:27]([NH2:29])=[NH:28] |f:1.2,6.7|. Procedure details: A mixture of 1-(4-methylphenyl)sulfonyl-6-phenyl-4,5,6,7-tetrahydroindol-4-one (1.0 g), aminoguanidine hydrochloride (0.32 g), concentrated hydrochloric acid (0.14 ml), water (0.14 ml) and ethanol (50 ml) was refluxed for 20 minutes. Under reduced pressure, the solvent was evaporated, and the residue was washed with water, dried and recrystallized from ethanol to give 4-guanidinoimino-1-(4-methylphenyl)sulfonyl-6-phenyl-4,5,6,7-tetrahydroindole hydrochloride (Compound 19) (1.1 g) as colorless cr...